From a dataset of the Open Reaction Database (ORD), a public repository of structured organic reaction records. describe an organic reaction: reactants, conditions, products, and yield Run at time 20 minute. Reported procedure: To a solution of 2,6-difluoro-N-1H-pyrazol-3-ylbenzamide (for a preparation see Intermediate 9) (1.80 g, 8.07 mmol) in THF (30 ml) at ambient temperature under nitrogen was added 1.0 M lithium bis(trimethylsilyl)amide in THF (8 mL, 8.00 mmol) and stirred for 20 min. To the solution was added a solution of 2-(bromomethyl)-1-methyl-4-nitrobenzene (1.81 g, 7.87 mmol) in THF (20 ml) and stirred overnight. The solvent was removed in vacuo and the residue partitioned between ethyl acetate (150 ml) and... Reactants: C[Si](C)(C)[N-][Si](C)(C)C.[Li+] (lithium bis(trimethylsilyl)amide), BrCC1=C(C=CC(=C1)[N+](=O)[O-])C (2-(bromomethyl)-1-methyl-4-nitrobenzene), FC1=C(C(=O)NC2=NNC=C2)C(=CC=C1)F (2,6-difluoro-N-1H-pyrazol-3-ylbenzamide), Intermediate 9. The product is FC1=C(C(=O)NC2=NN(C=C2)CC2=C(C=CC(=C2)[N+](=O)[O-])C)C(=CC=C1)F (2,6-Difluoro-N-{1-[(2-methyl-5-nitrophenyl)methyl]-1H-pyrazol-3-yl}benzamide). The solvent is C1CCOC1 (THF), C1CCOC1 (THF), C1CCOC1 (THF). RXN SMILES: [F:1][C:2]1[CH:15]=[CH:14][CH:13]=[C:12]([F:16])[C:3]=1[C:4]([NH:6][C:7]1[CH:11]=[CH:10][NH:9][N:8]=1)=[O:5].C[Si]([N-][Si](C)(C)C)(C)C.[Li+].Br[CH2:28][C:29]1[CH:34]=[C:33]([N+:35]([O-:37])=[O:36])[CH:32]=[CH:31][C:30]=1[CH3:38]>C1COCC1>[F:1][C:2]1[CH:15]=[CH:14][CH:13]=[C:12]([F:16])[C:3]=1[C:4]([NH:6][C:7]1[CH:11]=[CH:10][N:9]([CH2:28][C:29]2[CH:34]=[C:33]([N+:35]([O-:37])=[O:36])[CH:32]=[CH:31][C:30]=2[CH3:38])[N:8]=1)=[O:5] |f:1.2|. The reactants are O (water), Cl (hydrochloric acid), C(C)(=O)NC=1C(=CC2=C(N(N=N2)C2=CC=C(OC(C(=O)OC)C)C=C2)C1)F (methyl 2-[p-(6-acetamido-5-fluoro-1H -benzotriazol-1-yl)phenoxy]propionate), ester. The reagents and catalysts are S(O)(O)(=O)=O (sulfuric acid). Solvent: CO (methanol), CO (methanol). Yields the product NC=1C(=CC2=C(N(N=N2)C2=CC=C(OC(C(=O)OC)C)C=C2)C1)F (Methyl 2-[p-(6-amino-5-fluoro-1H -benzotriazol-1-yl)phenoxy]propionate). Reaction SMILES: Cl.C([NH:5][C:6]1[C:7]([F:28])=[CH:8][C:9]2[N:13]=[N:12][N:11]([C:14]3[CH:26]=[CH:25][C:17]([O:18][CH:19]([CH3:24])[C:20]([O:22][CH3:23])=[O:21])=[CH:16][CH:15]=3)[C:10]=2[CH:27]=1)(=O)C.O>CO.S(=O)(=O)(O)O>[NH2:5][C:6]1[C:7]([F:28])=[CH:8][C:9]2[N:13]=[N:12][N:11]([C:14]3[CH:26]=[CH:25][C:17]([O:18][CH:19]([CH3:24])[C:20]([O:22][CH3:23])=[O:21])=[CH:16][CH:15]=3)[C:10]=2[CH:27]=1. Reported procedure: Concentrated hydrochloric acid (6.3 mL) is added to a solution of methyl 2-[p-(6-acetamido-5-fluoro-1H -benzotriazol-1-yl)phenoxy]propionate (4.77 g, 0.013 mol) in methanol. The reaction mixture is refluxed for 18 hours, cooled to room temperature and concentrated in vacuo to obtain a solid. 1HNMR spectral analysis of the solid indicates that ester hydrolysis has occurred. A solution of the solid, sulfuric acid (4 drops) and methanol is refluxed for 6 hours, cooled to room temperature and poured... The reactants are ClC(OC1=CC=C(C=C1)NC(C1=CN=C(C(=C1)I)N1CC(C1)O)=O)(F)F (N-(4-(chlorodifluoromethoxy)phenyl)-6-(3-hydroxyazetidin-1-yl)-5-iodonicotinamide), FC=1C=NNC1[Sn](CCCC)(CCCC)CCCC (4-fluoro-5-(tributylstannyl)-1H-pyrazole). Run at time 90 minute. Yields the product ClC(OC1=CC=C(C=C1)NC(C1=CN=C(C(=C1)C1=C(C=NN1)F)N1CC(C1)O)=O)(F)F (N-(4-(Chlorodifluoromethoxy)phenyl)-5-(4-fluoro-1H-pyrazol-5-yl)-6-(3-hydroxyazetidin-1-yl)nicotinamide). As a reaction SMILES: [Cl:1][C:2]([F:26])([F:25])[O:3][C:4]1[CH:9]=[CH:8][C:7]([NH:10][C:11](=[O:24])[C:12]2[CH:17]=[C:16](I)[C:15]([N:19]3[CH2:22][CH:21]([OH:23])[CH2:20]3)=[N:14][CH:13]=2)=[CH:6][CH:5]=1.[F:27][C:28]1[CH:29]=[N:30][NH:31][C:32]=1[Sn](CCCC)(CCCC)CCCC>>[Cl:1][C:2]([F:26])([F:25])[O:3][C:4]1[CH:9]=[CH:8][C:7]([NH:10][C:11](=[O:24])[C:12]2[CH:17]=[C:16]([C:32]3[NH:31][N:30]=[CH:29][C:28]=3[F:27])[C:15]([N:19]3[CH2:22][CH:21]([OH:23])[CH2:20]3)=[N:14][CH:13]=2)=[CH:6][CH:5]=1. Procedure: The title compound was prepared in an analogous fashion to that described in Example 92 using N-(4-(chlorodifluoromethoxy)phenyl)-6-(3-hydroxyazetidin-1-yl)-5-iodonicotinamide (Stage 88.1) and 4-fluoro-5-(tributylstannyl)-1H-pyrazole. After purification by flash chromatography on silica gel, the residue was dissolved in MeCN (2 mL), sonicated and then stirred at RT for 90 min. The resulting suspension was filtered, washed with MeCN (3 mL) and dried to afford the title product as a white solid. H... Reactants: CCO, Cl, CCOC(=O)c1cc(F)c(F)c(OC(F)F)c1F, [Na+], [OH-]. Yields the product O=C(O)c1cc(F)c(F)c(OC(F)F)c1F. As a reaction SMILES: [CH3:22][CH2:23][OH:24].[ClH:21].[F:3][CH:4]([O:5][c:6]1[c:7]([F:19])[c:8]([C:9](=[O:10])[O:11][CH2:12][CH3:13])[cH:14][c:15]([F:18])[c:16]1[F:17])[F:20].[Na+:2].[OH-:1]>>[F:3][CH:4]([O:5][c:6]1[c:7]([F:19])[c:8]([C:9](=[O:10])[OH:11])[cH:14][c:15]([F:18])[c:16]1[F:17])[F:20].